Dataset: the Open Reaction Database (ORD), a public repository of structured organic reaction records. Task: describe an organic reaction: reactants, conditions, products, and yield The reactants are CSc1onc(-c2ccccc2)c1-c1ccc(S(N)(=O)=O)cc1, ClCCl, [Na+], O=C(OO)c1cccc(Cl)c1, O=S([O-])O. Yields the product CS(=O)c1onc(-c2ccccc2)c1-c1ccc(S(N)(=O)=O)cc1. Reaction SMILES: [CH3:1][S:2][c:3]1[c:4](-[c:14]2[cH:15][cH:16][c:17]([S:20](=[O:21])(=[O:22])[NH2:23])[cH:18][cH:19]2)[c:5](-[c:8]2[cH:9][cH:10][cH:11][cH:12][cH:13]2)[n:6][o:7]1.[Cl:40][CH2:41][Cl:42].[Na+:39].[OH:24][O:25][C:26]([c:27]1[cH:28][c:29]([Cl:30])[cH:31][cH:32][cH:33]1)=[O:34].[S:35](=[O:36])([OH:37])[O-:38]>>[CH3:1][S:2]([c:3]1[c:4](-[c:14]2[cH:15][cH:16][c:17]([S:20](=[O:21])(=[O:22])[NH2:23])[cH:18][cH:19]2)[c:5](-[c:8]2[cH:9][cH:10][cH:11][cH:12][cH:13]2)[n:6][o:7]1)=[O:24]. Starting materials: ClC=1C(=CC2=C(C(CO2)O)C1)N1CCCCC1 (5-chloro-3-hydroxy-6-(piperidin-1-yl)-2,3-dihydrobenzofuran). Reagents/catalysts: [Pt]=O (platinum oxide). Run in C(C)O (ethanol). Product: ClC=1C(=CC2=C(CCO2)C1)N1CCCCC1 (5-chloro-6-(piperidin-1-yl)-2,3-dihydrobenzofuran). As a reaction SMILES: [Cl:1][C:2]1[C:3]([N:12]2[CH2:17][CH2:16][CH2:15][CH2:14][CH2:13]2)=[CH:4][C:5]2[O:9][CH2:8][CH:7](O)[C:6]=2[CH:11]=1>C(O)C.[Pt]=O>[Cl:1][C:2]1[C:3]([N:12]2[CH2:13][CH2:14][CH2:15][CH2:16][CH2:17]2)=[CH:4][C:5]2[O:9][CH2:8][CH2:7][C:6]=2[CH:11]=1. Reported procedure: 200 mg of platinum oxide are added to a solution of 1.42 g (5.60 mmole) of 5-chloro-3-hydroxy-6-(piperidin-1-yl)-2,3-dihydrobenzofuran in 20 ml of ethanol and the whole is hydrogenated at 3 atmospheres. The catalyst is filtered off and the filtrate is concentrated in a vacuum rotary evaporator. The residue is chromatographed over silica gel using methylene chloride as eluant. Recrystallisation from petroleum ether yields 5-chloro-6-(piperidin-1-yl)-2,3-dihydrobenzofuran having a melting point of... The reactants are O=C([O-])[O-], CC1CCN(CCCl)CC1, [K+], [K+], CN(C)C=O, Oc1ccc(I)cc1. The product is CC1CCN(CCOc2ccc(I)cc2)CC1. As a reaction SMILES: [C:19](=[O:20])([O-:21])[O-:22].[Cl:9][CH2:10][CH2:11][N:12]1[CH2:13][CH2:14][CH:15]([CH3:18])[CH2:16][CH2:17]1.[K+:23].[K+:24].[O:25]=[CH:26][N:27]([CH3:28])[CH3:29].[OH:1][c:2]1[cH:3][cH:4][c:5]([I:6])[cH:7][cH:8]1>>[O:1]([c:2]1[cH:3][cH:4][c:5]([I:6])[cH:7][cH:8]1)[CH2:10][CH2:11][N:12]1[CH2:13][CH2:14][CH:15]([CH3:18])[CH2:16][CH2:17]1.